This data is from the Open Reaction Database (ORD), a public repository of structured organic reaction records. The task is: describe an organic reaction: reactants, conditions, products, and yield Product: CCCC(C)Oc1nc(N)c2[nH]c(=O)n(CCCCNC3CCOCC3)c2n1. As a reaction SMILES: [CH3:1][CH:2]([CH2:3][CH2:4][CH3:5])[O:6][c:7]1[n:8][c:9]([NH2:29])[c:10]2[n:11][c:12]([O:27][CH3:28])[n:13]([CH2:16][CH2:17][CH2:18][CH2:19][NH:20][CH:21]3[CH2:22][CH2:23][O:24][CH2:25][CH2:26]3)[c:14]2[n:15]1.[CH3:37][OH:38].[ClH:30].[O:31]1[CH2:32][CH2:33][O:34][CH2:35][CH2:36]1>>[CH3:1][CH:2]([CH2:3][CH2:4][CH3:5])[O:6][c:7]1[n:8][c:9]([NH2:29])[c:10]2[nH:11][c:12](=[O:27])[n:13]([CH2:16][CH2:17][CH2:18][CH2:19][NH:20][CH:21]3[CH2:22][CH2:23][O:24][CH2:25][CH2:26]3)[c:14]2[n:15]1. Starting materials: CCCC(C)Oc1nc(N)c2nc(OC)n(CCCCNC3CCOCC3)c2n1, CO, Cl, C1COCCO1.